This data is from the Open Reaction Database (ORD), a public repository of structured organic reaction records. The task is: describe an organic reaction: reactants, conditions, products, and yield The reactants are BrC=1C(=CC(=NC1)O)C (5-bromo-2-hydroxy-4-methylpyridine), OC1COCC1 (rac-3-hydroxy-tetrahydrofuran). The product is BrC=1C(=CC(=NC1)OC1COCC1)C (rac-5-Bromo-4-methyl-2-(tetrahydro-furan-3-yloxy)-pyridine). RXN SMILES: [Br:1][C:2]1[C:3]([CH3:9])=[CH:4][C:5]([OH:8])=[N:6][CH:7]=1.O[CH:11]1[CH2:15][CH2:14][O:13][CH2:12]1>>[Br:1][C:2]1[C:3]([CH3:9])=[CH:4][C:5]([O:8][CH:11]2[CH2:15][CH2:14][O:13][CH2:12]2)=[N:6][CH:7]=1. Procedure: The title compound was prepared from 5-bromo-2-hydroxy-4-methylpyridine and rac-3-hydroxy-tetrahydrofuran in analogy to Example 9c): colorless liquid.